The task is: describe an organic reaction: reactants, conditions, products, and yield. This data is from the Open Reaction Database (ORD), a public repository of structured organic reaction records. As a reaction SMILES: [CH2:1]([C:13]1[CH:18]=[CH:17][CH:16]=[CH:15][CH:14]=1)[CH2:2][CH2:3][CH2:4][CH2:5][CH2:6][CH2:7][CH2:8][CH2:9][CH2:10][CH2:11][CH3:12].[CH3:19][O:20]C(Cl)Cl>[Ti](Cl)(Cl)(Cl)Cl.ClCCl>[CH2:1]([C:13]1[CH:14]=[CH:15][C:16]([CH:19]=[O:20])=[CH:17][CH:18]=1)[CH2:2][CH2:3][CH2:4][CH2:5][CH2:6][CH2:7][CH2:8][CH2:9][CH2:10][CH2:11][CH3:12]. The solvent is ClCCl (dichloromethane). Yield: 40.0%. Conditions: time 30 minute. Procedure: To 70 mL of dehydrated dichloromethane, 24.68 g (100 mmol) of n-dodecylbenzene was added and 36.82 g (189 mmol) of titanium tetrachloride was gradually added in drops. The reaction system kept below 10° C. in an ice bath and 13.16 9 (114 mmol) of 1,1-dichloromethl methy ether added in drops thereto were stirred together below 10° C. for 30 minutes and further stirred at a room temperature for 45 minutes. The resultant reaction mixture was added to 500 mL of ice water. It was extracted four times... The reagents and catalysts are [Ti](Cl)(Cl)(Cl)Cl (titanium tetrachloride). The product is C(CCCCCCCCCCC)C1=CC=C(C=O)C=C1 (p-n-Dodecylbenzaldehyde). The reactants are ice water, 9, COC(Cl)Cl (1,1-dichloromethl methy ether), C(CCCCCCCCCCC)C1=CC=CC=C1 (n-dodecylbenzene).